Dataset: the Open Reaction Database (ORD), a public repository of structured organic reaction records. Task: describe an organic reaction: reactants, conditions, products, and yield Reagents/catalysts: C=1C=CC(=CC1)[P](C=2C=CC=CC2)(C=3C=CC=CC3)[Pd]([P](C=4C=CC=CC4)(C=5C=CC=CC5)C=6C=CC=CC6)([P](C=7C=CC=CC7)(C=8C=CC=CC8)C=9C=CC=CC9)[P](C=1C=CC=CC1)(C=1C=CC=CC1)C=1C=CC=CC1 (tetrakis(triphenylphosphine)palladium(0)). Conditions: temperature 120 celsius, time 17 hour. RXN SMILES: N#N.I[C:4]1[C:5]([OH:13])=[N:6][CH:7]=[C:8]([N+:10]([O-:12])=[O:11])[CH:9]=1.[S:14]1[CH:18]=[CH:17][N:16]=[CH:15]1.C([O-])(=O)C.[K+]>CN(C=O)C.C1C=CC([P]([Pd]([P](C2C=CC=CC=2)(C2C=CC=CC=2)C2C=CC=CC=2)([P](C2C=CC=CC=2)(C2C=CC=CC=2)C2C=CC=CC=2)[P](C2C=CC=CC=2)(C2C=CC=CC=2)C2C=CC=CC=2)(C2C=CC=CC=2)C2C=CC=CC=2)=CC=1>[N+:10]([C:8]1[CH:9]=[C:4]([C:18]2[S:14][CH:15]=[N:16][CH:17]=2)[C:5]([OH:13])=[N:6][CH:7]=1)([O-:12])=[O:11] |f:3.4,^1:32,34,53,72|. Procedure details: N2 was bubbled through a solution of 3-iodo-5-nitropyridin-2-ol (1.33 g, 5.00 mmol), thiazole (2.13 g, 25.0 mmol), potassium acetate (1.47 g, 15.0 mmol), and tetrakis(triphenylphosphine)palladium(0) (0.4 g, 0.4 mmol) in DMF (10 mL) for 10 min. The mixture was then heated to 120° C. and stirred for 17 h. The solvents were removed in vacuo. The residue was stirred with methanol (5 mL) and dichloromethane (10 mL) for 30 min. The solids were collected by filtration, washed with dichloromethane (2 mL... Starting materials: N#N (N2), IC=1C(=NC=C(C1)[N+](=O)[O-])O (3-iodo-5-nitropyridin-2-ol), S1C=NC=C1 (thiazole), C(C)(=O)[O-].[K+] (potassium acetate). The product is [N+](=O)([O-])C=1C=C(C(=NC1)O)C1=CN=CS1 (5-Nitro-3-thiazol-5-ylpyridin-2-ol). Run in CN(C)C=O (DMF). Starting materials: ClCCl, O=[N+]([O-])c1ccc(CBr)cc1, c1nc[nH]n1. Product: O=[N+]([O-])c1ccc(Cn2cncn2)cc1. As a reaction SMILES: [Cl:17][CH2:18][Cl:19].[O-:1][N+:2](=[O:3])[c:4]1[cH:5][cH:6][c:7]([CH2:8][Br:9])[cH:10][cH:11]1.[nH:12]1[n:13][cH:14][n:15][cH:16]1>>[O-:1][N+:2](=[O:3])[c:4]1[cH:5][cH:6][c:7]([CH2:8][n:12]2[n:13][cH:14][n:15][cH:16]2)[cH:10][cH:11]1.